This data is from the Open Reaction Database (ORD), a public repository of structured organic reaction records. The task is: describe an organic reaction: reactants, conditions, products, and yield Starting materials: O=C(Cl)C1CCCCC1, Cl, Nc1cccc(-c2cccc3cc(C(=O)NC4CN5CCC4CC5)sc23)c1. Yields the product Cl, O=C(NC1CN2CCC1CC2)c1cc2cccc(-c3cccc(NC(=O)C4CCCCC4)c3)c2s1. As a reaction SMILES: [CH:29]1([C:35](=[O:36])[Cl:37])[CH2:30][CH2:31][CH2:32][CH2:33][CH2:34]1.[ClH:1].[NH2:2][c:3]1[cH:4][c:5](-[c:9]2[cH:10][cH:11][cH:12][c:13]3[cH:14][c:15]([C:18](=[O:19])[NH:20][CH:21]4[CH2:22][N:23]5[CH2:24][CH2:25][CH:26]4[CH2:27][CH2:28]5)[s:16][c:17]23)[cH:6][cH:7][cH:8]1>>[ClH:37].[NH:2]([c:3]1[cH:4][c:5](-[c:9]2[cH:10][cH:11][cH:12][c:13]3[cH:14][c:15]([C:18](=[O:19])[NH:20][CH:21]4[CH2:22][N:23]5[CH2:24][CH2:25][CH:26]4[CH2:27][CH2:28]5)[s:16][c:17]23)[cH:6][cH:7][cH:8]1)[C:35]([CH:29]1[CH2:30][CH2:31][CH2:32][CH2:33][CH2:34]1)=[O:36]. The reactants are NC1=CC2=C(N(C=N2)C(CC(=O)OC)C)C=C1 (methyl 3-(5-amino-1H-benzimidazol-1-yl)butanoate), solution. Solvent: Cl (hydrochloric acid). Product: NC1=CC2=C(N(C=N2)C(CC(=O)O)C)C=C1 (3-(5-Amino-1H-benzimidazol-1-yl)butanoic acid), Phase II. RXN SMILES: [NH2:1][C:2]1[CH:17]=[CH:16][C:5]2[N:6]([CH:9]([CH3:15])[CH2:10][C:11]([O:13]C)=[O:12])[CH:7]=[N:8][C:4]=2[CH:3]=1>Cl>[NH2:1][C:2]1[CH:17]=[CH:16][C:5]2[N:6]([CH:9]([CH3:15])[CH2:10][C:11]([OH:13])=[O:12])[CH:7]=[N:8][C:4]=2[CH:3]=1. Procedure: A solution of methyl 3-(5-amino-1H-benzimidazol-1-yl)butanoate (91 mg, 390 μmol) in hydrochloric acid (5 mL of a 5N solution) was stirred at room temperature for 163 hours. The solution was then evaporated in vacuo to afford the title compound, [LCMS (Method A, Mobile Phase II) RT=1.54 min, MH+ 220]. Starting materials: product, C1(=CC=C(C=C1)S(=O)(=O)O)C (p-toluenesulfonic acid), C(C1=CN=CC=C1)(=O)N (nicotinamide), N1N=NC2=C1C=CC=C2 (benzotriazole). The solvent is C=1(C(=CC=CC1)C)C (xylene). The product is N1(N=NC2=C1C=CC=C2)C(C(CC2=CC=CC=C2)(C)C)NC(C2=CN=CC=C2)=O (N-[1-(1H-1,2,3-Benzotriazol-1-yl)-2,2-dimethyl-3-phenylpropyl]nicotinamide). As a reaction SMILES: [C:1]([NH2:9])(=[O:8])[C:2]1[CH:7]=[CH:6][CH:5]=[N:4][CH:3]=1.[NH:10]1[C:14]2[CH:15]=[CH:16][CH:17]=[CH:18][C:13]=2[N:12]=[N:11]1.[C:19]1([CH3:29])[CH:24]=[CH:23][C:22](S(O)(=O)=O)=[CH:21][CH:20]=1>C1(C)C(C)=CC=CC=1>[N:10]1([CH:1]([NH:9][C:1](=[O:8])[C:2]2[CH:7]=[CH:6][CH:5]=[N:4][CH:3]=2)[C:2]([CH3:7])([CH3:3])[CH2:29][C:19]2[CH:24]=[CH:23][CH:22]=[CH:21][CH:20]=2)[C:14]2[CH:15]=[CH:16][CH:17]=[CH:18][C:13]=2[N:12]=[N:11]1. Procedure details: The product from Example 18A, nicotinamide, benzotriazole, and p-toluenesulfonic acid in xylene were processed as described in Example 18B to provide the title compound. Reactants: S(=O)(=O)(C)CCC#C (1-mesylbut-3-yne), ClC1=CC=C(C=C1)C1(CCNCC1)O (4-(4-chlorophenyl)-4-hydroxypiperidine), C(=O)([O-])[O-].[K+].[K+] (K2CO3). Run in CC#N (CH3CN). The product is C(CC#C)N1CCC(CC1)(O)C1=CC=C(C=C1)Cl (1-(3-Butynyl)-4-(4-chlorophenyl)-4-hydroxypiperidine). The yield is 87.2%. As a reaction SMILES: S([CH2:5][CH2:6][C:7]#[CH:8])(C)(=O)=O.[Cl:9][C:10]1[CH:15]=[CH:14][C:13]([C:16]2([OH:22])[CH2:21][CH2:20][NH:19][CH2:18][CH2:17]2)=[CH:12][CH:11]=1.C([O-])([O-])=O.[K+].[K+]>CC#N>[CH2:5]([N:19]1[CH2:18][CH2:17][C:16]([C:13]2[CH:14]=[CH:15][C:10]([Cl:9])=[CH:11][CH:12]=2)([OH:22])[CH2:21][CH2:20]1)[CH2:6][C:7]#[CH:8] |f:2.3.4|. Procedure details: A mixture of 1-mesylbut-3-yne (1.48 g, 10.0 mmol), 4-(4-chlorophenyl)-4-hydroxypiperidine (2.54 g, 12.0 mmol) and K2CO3 (4.14 g, 30.0 mmol) in CH3CN (25 mL) is refluxed for 12 hr. The mixture is filtered and washed with EtOAc (3×30 mL). The filtrate is evaporated in vacuo and is purified by flash chromatography to give the product as a colorless solid (2.30 g, 87%): mp 98-100° C.; 1H NMR (CDCl3) 1.55 (s, 1 H), 1.74 (m, 2 H), 1.99 (m, 1 H), 2.10 (m, 2 H), 2.42 (m, 4 H), 2.65 (m, 2 H), 2.79 (m, 2 ... The reactants are NC=1N=CC2=C(N1)N(C(C(=C2)C2=C(C=CC=C2Cl)Cl)=O)C (2-amino-6-(2,6-dichlorophenyl)-8-methyl-pyrido[2,3-d]pyrimidin-7(8H)-one), C(C)(=O)OC(C)=O (acetic anhydride). The product is ClC1=C(C(=CC=C1)Cl)C1=CC2=C(N=C(N=C2)NC(C)=O)N(C1=O)C (N-[6-(2,6-dichlorophenyl)-8-methyl-7-oxo-7,8-dihydro-pyrido[2,3-d]pyrimidin-2-yl]acetamide). Procedure: A mixture of 64.2 mg (0.20 mmol) of 2-amino-6-(2,6-dichlorophenyl)-8-methyl-pyrido[2,3-d]pyrimidin-7(8H)-one (from Example 12) and 1 mL of acetic anhydride was heated to reflux. The resulting solution was maintained at reflux for 20 minutes and concentrated at atmospheric pressure to about 0.25 mL volume. The solution was cooled to 25° C. and diluted with diethyl ether (1 mL). The separated crystals were filtered and washed with diethyl ether to provide N-[6-(2,6-dichlorophenyl)-8-methyl-7-oxo-7... Run at temperature 25 celsius. RXN SMILES: [NH2:1][C:2]1[N:3]=[CH:4][C:5]2[CH:11]=[C:10]([C:12]3[C:17]([Cl:18])=[CH:16][CH:15]=[CH:14][C:13]=3[Cl:19])[C:9](=[O:20])[N:8]([CH3:21])[C:6]=2[N:7]=1.[C:22](OC(=O)C)(=[O:24])[CH3:23]>>[Cl:18][C:17]1[CH:16]=[CH:15][CH:14]=[C:13]([Cl:19])[C:12]=1[C:10]1[C:9](=[O:20])[N:8]([CH3:21])[C:6]2[N:7]=[C:2]([NH:1][C:22](=[O:24])[CH3:23])[N:3]=[CH:4][C:5]=2[CH:11]=1. Reactants: ClCCl, O=C(O)C(F)(F)F, CC(C)(C)OC(=O)N1CCc2nc(N3N=C(c4cc(F)ccc4F)SC3(CCCN=[N+]=[N-])c3ccccc3)sc2C1. Yields the product [N-]=[N+]=NCCCC1(c2ccccc2)SC(c2cc(F)ccc2F)=NN1c1nc2c(s1)CNCC2. RXN SMILES: [Cl:49][CH2:50][Cl:51].[F:42][C:43]([F:44])([F:45])[C:46]([OH:47])=[O:48].[N:1](=[N+:2]=[N-:3])[CH2:4][CH2:5][CH2:6][C:7]1([c:36]2[cH:37][cH:38][cH:39][cH:40][cH:41]2)[S:8][C:9]([c:28]2[c:29]([F:35])[cH:30][cH:31][c:32]([F:34])[cH:33]2)=[N:10][N:11]1[c:12]1[s:13][c:14]2[c:19]([n:20]1)[CH2:18][CH2:17][N:16]([C:21]([O:22][C:23]([CH3:24])([CH3:25])[CH3:26])=[O:27])[CH2:15]2>>[N:1](=[N+:2]=[N-:3])[CH2:4][CH2:5][CH2:6][C:7]1([c:36]2[cH:37][cH:38][cH:39][cH:40][cH:41]2)[S:8][C:9]([c:28]2[c:29]([F:35])[cH:30][cH:31][c:32]([F:34])[cH:33]2)=[N:10][N:11]1[c:12]1[s:13][c:14]2[c:19]([n:20]1)[CH2:18][CH2:17][NH:16][CH2:15]2.